From a dataset of the Open Reaction Database (ORD), a public repository of structured organic reaction records. describe an organic reaction: reactants, conditions, products, and yield Reactants: CCn1c(-c2nonc2N)nc2cnc(Oc3cccc(N)c3)cc21, O=C(Cl)c1ccc(=O)[nH]c1, O, c1ccncc1. The product is CCn1c(-c2nonc2N)nc2cnc(Oc3cccc(NC(=O)c4ccc(=O)[nH]c4)c3)cc21. As a reaction SMILES: [NH2:11][c:12]1[cH:13][c:14]([O:18][c:19]2[cH:20][c:21]3[c:22]([cH:23][n:24]2)[n:25][c:26](-[c:30]2[c:31]([NH2:35])[n:32][o:33][n:34]2)[n:27]3[CH2:28][CH3:29])[cH:15][cH:16][cH:17]1.[O:1]=[c:2]1[cH:3][cH:4][c:5]([C:8](=[O:9])[Cl:10])[cH:6][nH:7]1.[OH2:36].[cH:37]1[cH:38][cH:39][n:40][cH:41][cH:42]1>>[O:1]=[c:2]1[cH:3][cH:4][c:5]([C:8](=[O:9])[NH:11][c:12]2[cH:13][c:14]([O:18][c:19]3[cH:20][c:21]4[c:22]([cH:23][n:24]3)[n:25][c:26](-[c:30]3[c:31]([NH2:35])[n:32][o:33][n:34]3)[n:27]4[CH2:28][CH3:29])[cH:15][cH:16][cH:17]2)[cH:6][nH:7]1.